Dataset: the Open Reaction Database (ORD), a public repository of structured organic reaction records. Task: describe an organic reaction: reactants, conditions, products, and yield Reactants: C1(CC1)N(C1=NN(C(=N1)C=CC1=NN2C(C(=NC=C2C)C)=N1)C)C (N-cyclopropyl-5-(2-(5,8-dimethyl-[1,2,4]triazolo[1,5-a]pyrazin-2-yl)vinyl)-N,1-dimethyl-1H-1,2,4-triazol-3-amine). The reagents and catalysts are [Pd] (palladium on carbon). Run in CO (methanol). Run at temperature 25 celsius, time 14 hour. Yields the product C1(CC1)N(C1=NN(C(=N1)CCC1=NN2C(C(=NC=C2C)C)=N1)C)C (N-cyclopropyl-5-(2-(5,8-dimethyl-[1,2,4]triazolo[1,5-a]pyrazin-2-yl)ethyl)-N,1-dimethyl-1H-1,2,4-triazol-3-amine). Yield: 64.8%. Reaction SMILES: [CH:1]1([N:4]([CH3:24])[C:5]2[N:9]=[C:8]([CH:10]=[CH:11][C:12]3[N:22]=[C:15]4[C:16]([CH3:21])=[N:17][CH:18]=[C:19]([CH3:20])[N:14]4[N:13]=3)[N:7]([CH3:23])[N:6]=2)[CH2:3][CH2:2]1>[Pd].CO>[CH:1]1([N:4]([CH3:24])[C:5]2[N:9]=[C:8]([CH2:10][CH2:11][C:12]3[N:22]=[C:15]4[C:16]([CH3:21])=[N:17][CH:18]=[C:19]([CH3:20])[N:14]4[N:13]=3)[N:7]([CH3:23])[N:6]=2)[CH2:3][CH2:2]1. Procedure: A mixture of N-cyclopropyl-5-(2-(5,8-dimethyl-[1,2,4]triazolo[1,5-a]pyrazin-2-yl)vinyl)-N,1-dimethyl-1H-1,2,4-triazol-3-amine (23 mg, 70.9 μmol, Eq: 1.00) and palladium on carbon 10% (7.55 mg, 7.09 μmol, Eq: 0.1) in methanol (3.5 ml) was stirred for 14 hours at 25° C. under hydrogen atmosphere. Palladium was filtered off, the crude material was applied on silica gel and purified by column chromatography using ethy acetate/methanol (0-10% methanol) as eluent to give N-cyclopropyl-5-(2-(5,8-dimeth... Reactants: compound, ClC1=C(C=CC(=C1)Cl)C1=CC2=C(N(C3=CC=C(C=C23)C2=NNC=C2)C)N(C1=O)C (3-(2,4-dichlorophenyl)-1,9-dimethyl-6-(1H-pyrazol-3-yl)-1,9-dihydropyrido[2,3-b]indol-2-one), C(C)OCCl (chloromethyl ethyl ether). Product: ClC1=C(C=CC(=C1)Cl)C1=CC2=C(N(C3=CC=C(C=C23)C2=NN(C=C2)COCC)C)N(C1=O)C (3-(2,4-dichlorophenyl)-6-(1-ethoxymethyl-1H-pyrazol-3-yl)-1,9-dimethyl-1,9-dihydropyrido[2,3-b]indol-2-one). As a reaction SMILES: [Cl:1][C:2]1[CH:7]=[C:6]([Cl:8])[CH:5]=[CH:4][C:3]=1[C:9]1[C:27](=[O:28])[N:26]([CH3:29])[C:12]2[N:13]([CH3:25])[C:14]3[C:19]([C:11]=2[CH:10]=1)=[CH:18][C:17]([C:20]1[CH:24]=[CH:23][NH:22][N:21]=1)=[CH:16][CH:15]=3.[CH2:30]([O:32][CH2:33]Cl)[CH3:31]>>[Cl:1][C:2]1[CH:7]=[C:6]([Cl:8])[CH:5]=[CH:4][C:3]=1[C:9]1[C:27](=[O:28])[N:26]([CH3:29])[C:12]2[N:13]([CH3:25])[C:14]3[C:19]([C:11]=2[CH:10]=1)=[CH:18][C:17]([C:20]1[CH:24]=[CH:23][N:22]([CH2:33][O:32][CH2:30][CH3:31])[N:21]=1)=[CH:16][CH:15]=3. Procedure: The process is carried out as in Example 36 above with the compound from Example 39, 3-(2,4-dichlorophenyl)-1,9-dimethyl-6-(1H-pyrazol-3-yl)-1,9-dihydropyrido[2,3-b]indol-2-one and chloromethyl ethyl ether. Reactants: ClC1=CC=C(N=N1)C(=O)OCC (ethyl 6-chloro-3-pyridazine carboxylate), [N-]=C=O.[K+] (potassium isocyanate), C(C)(C)(C)O (tert-butanol), COCCOCCOC (diglyme). The reagents and catalysts are C=1C=CC(=CC1)[P](C=2C=CC=CC2)(C=3C=CC=CC3)[Pd]([P](C=4C=CC=CC4)(C=5C=CC=CC5)C=6C=CC=CC6)([P](C=7C=CC=CC7)(C=8C=CC=CC8)C=9C=CC=CC9)[P](C=1C=CC=CC1)(C=1C=CC=CC1)C=1C=CC=CC1 (tetrakis(triphenylphosphine)palladium). Run in CN(C)C=O (DMF). Yields the product C(C)(C)(C)OC(=O)NC1=CC=C(N=N1)C(=O)OCC (ethyl 6-(tert-butoxycarbonylamino)-3-pyridazine carboxylate). As a reaction SMILES: Cl[C:2]1[N:7]=[N:6][C:5]([C:8]([O:10][CH2:11][CH3:12])=[O:9])=[CH:4][CH:3]=1.[N-:13]=[C:14]=[O:15].[K+].[C:17]([OH:21])([CH3:20])([CH3:19])[CH3:18].COCCOCCOC>CN(C=O)C.C1C=CC([P]([Pd]([P](C2C=CC=CC=2)(C2C=CC=CC=2)C2C=CC=CC=2)([P](C2C=CC=CC=2)(C2C=CC=CC=2)C2C=CC=CC=2)[P](C2C=CC=CC=2)(C2C=CC=CC=2)C2C=CC=CC=2)(C2C=CC=CC=2)C2C=CC=CC=2)=CC=1>[C:17]([O:21][C:14]([NH:13][C:2]1[N:7]=[N:6][C:5]([C:8]([O:10][CH2:11][CH3:12])=[O:9])=[CH:4][CH:3]=1)=[O:15])([CH3:20])([CH3:19])[CH3:18] |f:1.2,^1:39,41,60,79|. Procedure details: A mixture of ethyl 6-chloro-3-pyridazine carboxylate (6.5 g) [British patent number 856, 409], potassium isocyanate (3.5 g), tert-butanol (6.0 ml), tetrakis(triphenylphosphine)palladium (400 mg) and diglyme (6 ml) in DMF (50 ml) was heated at reflux for 2 hours, cooled and partitioned between diethyl ether and water. The organic layer was dried (MgSO4), filtered through silica gel and evaporated. The resulting solid was purified by crystallisation from iso-hexane to give ethyl 6-(tert-butoxycarb... The reactants are [BH4-], CO, Cc1cc(F)cc(C(=O)C2CCCN(C(=O)OC(C)(C)C)C2)c1, [Na+]. The product is Cc1cc(F)cc(C(O)C2CCCN(C(=O)OC(C)(C)C)C2)c1. As a reaction SMILES: [BH4-:24].[CH3:26][OH:27].[F:1][c:2]1[cH:3][c:4]([C:5](=[O:6])[CH:7]2[CH2:8][N:9]([C:13](=[O:14])[O:15][C:16]([CH3:17])([CH3:18])[CH3:19])[CH2:10][CH2:11][CH2:12]2)[cH:20][c:21]([CH3:23])[cH:22]1.[Na+:25]>>[F:1][c:2]1[cH:3][c:4]([CH:5]([OH:6])[CH:7]2[CH2:8][N:9]([C:13](=[O:14])[O:15][C:16]([CH3:17])([CH3:18])[CH3:19])[CH2:10][CH2:11][CH2:12]2)[cH:20][c:21]([CH3:23])[cH:22]1. Reactants: [Al+3], CCO, CCC(C)(C(=O)O)c1ccc(F)cc1, [H-], [H-], [H-], [H-], [Li+], C1CCOC1, O. The product is CCC(C)(CO)c1ccc(F)cc1. RXN SMILES: [Al+3:16].[CH3:21][CH2:22][OH:23].[F:1][c:2]1[cH:3][cH:4][c:5]([C:8]([C:9](=[O:10])[OH:11])([CH2:12][CH3:13])[CH3:14])[cH:6][cH:7]1.[H-:15].[H-:18].[H-:19].[H-:20].[Li+:17].[O:25]1[CH2:26][CH2:27][CH2:28][CH2:29]1.[OH2:24]>>[F:1][c:2]1[cH:3][cH:4][c:5]([C:8]([CH2:9][OH:10])([CH2:12][CH3:13])[CH3:14])[cH:6][cH:7]1.